This data is from the Open Reaction Database (ORD), a public repository of structured organic reaction records. The task is: describe an organic reaction: reactants, conditions, products, and yield Reactants: BrCCBr (1,2-dibromoethane), [I-].COC(=O)C(C[Zn+])C (2-methoxycarbonylpropylzinc iodide), IC1=NC(=CC=C1OC)C=O (2-iodo-3-methoxypyridine-6-aldehyde), [Cl-].[Li+] (lithium chloride), Cl[Si](C)(C)C (chlorotrimethylsilane), COC(CC(C)I)=O (3-iodobutyric acid methyl ester). The reagents and catalysts are [Cu+] (copper(I)), [Zn] (zinc), [Zn] (zinc). Solvent: O1CCCC1 (tetrahydrofuran), ClCCl (dichloromethane), [Cl-].[NH4+] (ammonium chloride), O1CCCC1 (tetrahydrofuran), O1CCCC1 (tetrahydrofuran), O1CCCC1 (tetrahydrofuran). Conditions: temperature 25 celsius, time 15 minute. Product: COC(CCCC(C1=CC=C(C(=N1)I)OC)O)=O ((5RS)-5-hydroxy-5-(2-iodo-3-methoxy-6-pyridyl)-pentanoic acid methyl ester). Isolated yield 72.7%. As a reaction SMILES: BrCCBr.Cl[Si](C)(C)C.[CH3:10][O:11][C:12](=[O:17])[CH2:13][CH:14](I)[CH3:15].[I-].COC(C(C)C[Zn+])=O.[Cl-].[Li+].[I:29][C:30]1[C:35]([O:36][CH3:37])=[CH:34][CH:33]=[C:32]([CH:38]=[O:39])[N:31]=1>O1CCCC1.ClCCl.[Cl-].[NH4+].[Zn].[Cu+]>[CH3:10][O:11][C:12](=[O:17])[CH2:13][CH2:14][CH2:15][CH:38]([OH:39])[C:32]1[N:31]=[C:30]([I:29])[C:35]([O:36][CH3:37])=[CH:34][CH:33]=1 |f:3.4,5.6,10.11|. Procedure: 680 mg of zinc foil cut into small sections (Aldrich 0.25 mm thickness, 99.999%) in 1 ml of absolute tetrahydrofuran is heated to 65° C. with 80 mg of 1,2-dibromoethane for 1 minute, cooled to 25° C., mixed with 40 μl of chlorotrimethylsilane and stirred for 15 minutes. A solution of 2.3 g of 3-iodobutyric acid methyl ester in 5 ml of absolute tetrahydrofuran is instilled in this activated zinc at 30° C., and the mixture is stirred for 16 hours at 35°-40° C. 4.3 ml of the thus obtained 2-methoxy... Starting materials: Cl.Cl.COC(CNC1CCN(CC1)CC1=CC=CC=C1)=O (N-[1-benzyl-4-piperidinyl]glycine methyl ester dihydrochloride), C=O (paraformaldehyde), C(#N)[BH3-].[Na+] (sodium cyanoborohydride). Product: Cl.Cl.COC(CN(C)C1CCN(CC1)CC1=CC=CC=C1)=O (N-[1-Benzyl-4-piperidinyl]-N-methyl-glycine methyl ester dihydrochloride). Reaction SMILES: [ClH:1].Cl.[CH3:3][O:4][C:5](=[O:21])[CH2:6][NH:7][CH:8]1[CH2:13][CH2:12][N:11]([CH2:14][C:15]2[CH:20]=[CH:19][CH:18]=[CH:17][CH:16]=2)[CH2:10][CH2:9]1.C=O.[C:24]([BH3-])#N.[Na+]>>[ClH:1].[ClH:1].[CH3:3][O:4][C:5](=[O:21])[CH2:6][N:7]([CH:8]1[CH2:9][CH2:10][N:11]([CH2:14][C:15]2[CH:16]=[CH:17][CH:18]=[CH:19][CH:20]=2)[CH2:12][CH2:13]1)[CH3:24] |f:0.1.2,4.5,6.7.8|. Procedure: Prepared from N-[1-benzyl-4-piperidinyl]glycine methyl ester dihydrochloride, paraformaldehyde and sodium cyanoborohydride. The reactants are NC=1C=C(C=CC1)N\C(\C1=CC=CC=C1)=C\1/C(NC2=CC=CC=C12)=O ((Z)-3-[1-(3-aminophenylamino)-1-phenyl-methylidene]-2-indolinone), N#CN (cyanamide), Cl (hydrochloric acid). Run in C(C)O (ethanol). Yields the product N(C(=N)N)C=1C=C(C=CC1)N\C(\C1=CC=CC=C1)=C\1/C(NC2=CC=CC=C12)=O ((Z)-3-[1-(3-guanidinophenylamino)-1-phenyl-methylidene]-2-indolinone). RXN SMILES: [NH2:1][C:2]1[CH:3]=[C:4]([NH:8]/[C:9](=[C:16]2\[C:17](=[O:25])[NH:18][C:19]3[C:24]\2=[CH:23][CH:22]=[CH:21][CH:20]=3)/[C:10]2[CH:15]=[CH:14][CH:13]=[CH:12][CH:11]=2)[CH:5]=[CH:6][CH:7]=1.[N:26]#[C:27][NH2:28].Cl>C(O)C>[NH:1]([C:2]1[CH:3]=[C:4]([NH:8]/[C:9](=[C:16]2\[C:17](=[O:25])[NH:18][C:19]3[C:24]\2=[CH:23][CH:22]=[CH:21][CH:20]=3)/[C:10]2[CH:15]=[CH:14][CH:13]=[CH:12][CH:11]=2)[CH:5]=[CH:6][CH:7]=1)[C:27]([NH2:28])=[NH:26]. Procedure: 2.0 g (6.1 mmol) of (Z)-3-[1-(3-aminophenylamino)-1-phenyl-methylidene]-2-indolinone and 1.0 g (23.7 mmol) of cyanamide are dissolved in 100 ml of ethanol and 10 ml of ethereal hydrochloric acid and heated for 24 hours in a glass bomb at 80° C. The solvent is distilled off. Chromatography of the residue on silica gel (ethyl acetate/methanol/glacial acetic acid/water=17:3:5:5) yields the product. Starting materials: 3-alkyl (or 3-aryl)-benz[d]-isothiazole-1,1-dioxide, alkyl, saccharins, alkyl, tertiary alcohol, aryl, o--CH2OH benzenesulfonamide, S1(=O)(=O)NC(=O)C2=CC=CC=C12 (saccharin), C1(=CC=CC=C1)[Mg]Br (phenylmagnesium bromide), n-propyl- and n-butylmagnesium halides, ( 22 ), aryl Grignard reagents. Run in O1CCCC1 (tetrahydrofuran). Yields the product C1(=CC=CC=C1)C1(NS(C2=C1C=CC=C2)(=O)=O)C2=CC=CC=C2 (3,3-diphenyl-2,3-dihyrobenz[d]isothiazole-1,1-dioxide), tertiary alcohol. RXN SMILES: [S:1]1([C:12]2[C:7](=[CH:8][CH:9]=[CH:10][CH:11]=2)[C:5](=O)[NH:4]1)(=[O:3])=[O:2].[C:13]1([Mg]Br)[CH:18]=[CH:17][CH:16]=[CH:15][CH:14]=1>O1CCCC1>[C:13]1([C:5]2([C:7]3[CH:12]=[CH:11][CH:10]=[CH:9][CH:8]=3)[C:7]3[CH:8]=[CH:9][CH:10]=[CH:11][C:12]=3[S:1](=[O:3])(=[O:2])[NH:4]2)[CH:18]=[CH:17][CH:16]=[CH:15][CH:14]=1. Procedure details: Various procedures have been reported for synthesizing 3-substituted-benz[d]isothiazole-1,1-dioxides and 3,3-disubstituted-2,3-dihydrobenz[d]isothiazole-1,1-dioxides from saccharin (3-oxo-2,3-dihydrobenz[d]isothiazole-1,1-dioxide) and from saccharin pseudo-chloride (3-chlorobenz[d]isothiazole-1,1-dioxide). As reported by A. Mustafa et al, J. Chem. Soc., 1952, p. 1339, the treatment of saccharin pseudo-chloride with excess phenylmagnesium bromide gave the corresponding 3,3-diphenyl-2,3-dihydroben... Reactants: CCOC(=O)N=NC(=O)OCC, CC(C)(C)OC(=O)N1CCCC(CO)C1, Sc1ccccn1, c1ccc(P(c2ccccc2)c2ccccc2)cc1, c1ccccc1. Reaction SMILES: [O:35]=[C:36]([O:37][CH2:38][CH3:39])[N:40]=[N:41][C:42]([O:43][CH2:44][CH3:45])=[O:46].[OH:1][CH2:2][CH:3]1[CH2:4][N:5]([C:9](=[O:10])[O:11][C:12]([CH3:13])([CH3:14])[CH3:15])[CH2:6][CH2:7][CH2:8]1.[SH:47][c:48]1[n:49][cH:50][cH:51][cH:52][cH:53]1.[c:16]1([P:17]([c:18]2[cH:19][cH:20][cH:21][cH:22][cH:23]2)[c:24]2[cH:25][cH:26][cH:27][cH:28][cH:29]2)[cH:30][cH:31][cH:32][cH:33][cH:34]1.[cH:54]1[cH:55][cH:56][cH:57][cH:58][cH:59]1>>[CH2:2]([CH:3]1[CH2:4][N:5]([C:9](=[O:10])[O:11][C:12]([CH3:13])([CH3:14])[CH3:15])[CH2:6][CH2:7][CH2:8]1)[S:47][c:48]1[n:49][cH:50][cH:51][cH:52][cH:53]1. Product: CC(C)(C)OC(=O)N1CCCC(CSc2ccccn2)C1. Reactants: CC(=O)O[BH-](OC(C)=O)OC(C)=O, Cc1[nH]c2ccc(CN)cc2c1C(=O)OCc1ccccc1, CC=O, CC(Cl)Cl, Cl, [Na+]. Yields the product CCN(CC)Cc1ccc2[nH]c(C)c(C(=O)OCc3ccccc3)c2c1. Reaction SMILES: [C:27]([CH3:28])([O:29][BH-:30]([O:31][C:32](=[O:33])[CH3:34])[O:35][C:36](=[O:37])[CH3:38])=[O:39].[CH2:1]([c:2]1[cH:3][cH:4][cH:5][cH:6][cH:7]1)[O:8][C:9](=[O:10])[c:11]1[c:12]([CH3:22])[nH:13][c:14]2[cH:15][cH:16][c:17]([CH2:20][NH2:21])[cH:18][c:19]12.[CH:24]([CH3:25])=[O:26].[Cl:41][CH:42]([Cl:43])[CH3:44].[ClH:23].[Na+:40]>>[CH2:1]([c:2]1[cH:3][cH:4][cH:5][cH:6][cH:7]1)[O:8][C:9](=[O:10])[c:11]1[c:12]([CH3:22])[nH:13][c:14]2[cH:15][cH:16][c:17]([CH2:20][N:21]([CH2:24][CH3:25])[CH2:27][CH3:28])[cH:18][c:19]12. Reactants: C1(=CC=CC=C1)C(C#N)CC1=CC=CC=C1 (2,3-diphenylpropionitrile), NCCNN (2-aminoethylhydrazine), [S] (sulfur). Product: C1(=CC=CC=C1)C(CC1=CC=CC=C1)C1=NNCCN1 (3-(1,2-diphenylethyl)-1,4,5,6-tetrahydro-1,2,4-triazine). As a reaction SMILES: [C:1]1([CH:7]([CH2:10][C:11]2[CH:16]=[CH:15][CH:14]=[CH:13][CH:12]=2)[C:8]#[N:9])[CH:6]=[CH:5][CH:4]=[CH:3][CH:2]=1.[NH2:17][CH2:18][CH2:19][NH:20]N.[S]>>[C:1]1([CH:7]([C:8]2[NH:20][CH2:19][CH2:18][NH:17][N:9]=2)[CH2:10][C:11]2[CH:12]=[CH:13][CH:14]=[CH:15][CH:16]=2)[CH:2]=[CH:3][CH:4]=[CH:5][CH:6]=1 |^3:21|. Procedure: A process for preparing 3-(1,2-diphenylethyl)-1,4,5,6-tetrahydro-1,2,4-triazine which comprises reacting benzyl cyanide with benzyl chloride to produce 2,3-diphenylpropionitrile and cyclizing the 2,3-diphenylpropionitrile with 2-aminoethylhydrazine in the presence of a catalytic amount of elemental sulfur to give 3-(1,2-diphenylethyl)-1,4,5,6-tetrahydro-1,2,4-triazine.